describe an organic reaction: reactants, conditions, products, and yield From a dataset of the Open Reaction Database (ORD), a public repository of structured organic reaction records. The reactants are BrC=1C(=NC=C(C(=O)N[C@H]2[C@@H](CCCC2)O)C1)OCCOC (5-bromo-N-(trans-2-hydroxy-cyclohexyl)-6-(2-methoxy-ethoxy)-nicotinamide), FC(C1=CC=C(C=C1)B(O)O)(F)F (4-trifluoromethyl-phenylboronic acid). The product is O[C@H]1[C@@H](CCCC1)NC(C1=CN=C(C(=C1)C1=CC=C(C=C1)C(F)(F)F)OCCOC)=O (N-((trans)-2-Hydroxy-cyclohexyl)-6-(2-methoxy-ethoxy)-5-(4-trifluoromethyl-phenyl)-nicotinamide). RXN SMILES: Br[C:2]1[C:3]([O:18][CH2:19][CH2:20][O:21][CH3:22])=[N:4][CH:5]=[C:6]([CH:17]=1)[C:7]([NH:9][C@@H:10]1[CH2:15][CH2:14][CH2:13][CH2:12][C@H:11]1[OH:16])=[O:8].[F:23][C:24]([F:35])([F:34])[C:25]1[CH:30]=[CH:29][C:28](B(O)O)=[CH:27][CH:26]=1>>[OH:16][C@@H:11]1[CH2:12][CH2:13][CH2:14][CH2:15][C@H:10]1[NH:9][C:7](=[O:8])[C:6]1[CH:17]=[C:2]([C:28]2[CH:29]=[CH:30][C:25]([C:24]([F:35])([F:34])[F:23])=[CH:26][CH:27]=2)[C:3]([O:18][CH2:19][CH2:20][O:21][CH3:22])=[N:4][CH:5]=1. Reported procedure: The title compound was synthesised in analogy to the Suzuki reaction procedure described for the preparation of Example 1, from 5-bromo-N-(trans-2-hydroxy-cyclohexyl)-6-(2-methoxy-ethoxy)-nicotinamide and 4-trifluoromethyl-phenylboronic acid (commercially available). MS (m/e): 439.3 (MH+). Reaction SMILES: [OH:1][P:2]([F:5])([OH:4])=[O:3].[CH2:6]([NH2:24])[CH2:7][CH2:8][CH2:9][CH2:10][CH2:11][CH2:12][CH2:13]/[CH:14]=[CH:15]\[CH2:16][CH2:17][CH2:18][CH2:19][CH2:20][CH2:21][CH2:22][CH3:23]>C1(C)C=CC=CC=1>[P:2]([F:5])([OH:4])([OH:3])=[O:1].[CH2:6]([NH:24][CH2:6][CH2:7][CH2:8][CH2:9][CH2:10][CH2:11][CH2:12][CH2:13]/[CH:14]=[CH:15]\[CH2:16][CH2:17][CH2:18][CH2:19][CH2:20][CH2:21][CH2:22][CH3:23])[CH2:7][CH2:8][CH2:9][CH2:10][CH2:11][CH2:12][CH2:13]/[CH:14]=[CH:15]\[CH2:16][CH2:17][CH2:18][CH2:19][CH2:20][CH2:21][CH2:22][CH3:23] |f:3.4|. Reported procedure: 14 gms (0.14 mole) of monofluorophosphoric acid is slowly added to 58.66 gm (0.22 moles) of oleylamine in 300 ml toluene immersed in an ice bath to maintain the temperature at about 0° C since the reaction in exothermic, while continuously stirring for about 20 minutes to 2 hours. A solid reaction product settles out of solution and is filtered, and washed while on the filter with aliquot portions of the toluene solvent. The solid reaction product is removed from the filter and is vacuum dried a... Run at temperature 0 celsius. The reactants are OP(=O)(O)F (monofluorophosphoric acid), C(CCCCCCC\C=C/CCCCCCCC)N (oleylamine). The product is P(=O)(O)(O)F.C(CCCCCCC\C=C/CCCCCCCC)NCCCCCCCC\C=C/CCCCCCCC (bisoleylamine monofluorophosphate). Solvent: C1(=CC=CC=C1)C (toluene).